The task is: describe an organic reaction: reactants, conditions, products, and yield. This data is from the Open Reaction Database (ORD), a public repository of structured organic reaction records. Reactants: O=C(OCc1ccccc1)N1CCN(c2ncccc2[N+](=O)[O-])CC1, [Cl-], [Cl-], [Cl-], [Na+], C1COCCO1, [OH-], [Ti+3]. Yields the product Nc1cccnc1N1CCN(C(=O)OCc2ccccc2)CC1. As a reaction SMILES: [CH2:1]([c:2]1[cH:3][cH:4][cH:5][cH:6][cH:7]1)[O:8][C:9](=[O:10])[N:11]1[CH2:12][CH2:13][N:14]([c:17]2[n:18][cH:19][cH:20][cH:21][c:22]2[N+:23]([O-:24])=[O:25])[CH2:15][CH2:16]1.[Cl-:34].[Cl-:35].[Cl-:36].[Na+:33].[O:26]1[CH2:27][CH2:28][O:29][CH2:30][CH2:31]1.[OH-:32].[Ti+3:37]>>[CH2:1]([c:2]1[cH:3][cH:4][cH:5][cH:6][cH:7]1)[O:8][C:9](=[O:10])[N:11]1[CH2:12][CH2:13][N:14]([c:17]2[n:18][cH:19][cH:20][cH:21][c:22]2[NH2:23])[CH2:15][CH2:16]1.